This data is from the Open Reaction Database (ORD), a public repository of structured organic reaction records. The task is: describe an organic reaction: reactants, conditions, products, and yield Reactants: C(C1=CC=CC=C1)O (benzyl alcohol), C(C(C)(C)C)(=O)O (pivalic acid), C(CCC)N(CCCC)CCCC (tri-n-butylamine), [I-].ClC1=[N+](C=CC=C1)C (2-chloro-1-methylpyridinium iodide). Run in C1(=CC=CC=C1)C (toluene), C1(=CC=CC=C1)C (toluene). The product is C(C(C)(C)C)(=O)OCC1=CC=CC=C1 (benzyl pivalate). Yield: 62.0%. As a reaction SMILES: [I-].ClC1C=CC=C[N+]=1C.[CH2:10]([OH:17])[C:11]1[CH:16]=[CH:15][CH:14]=[CH:13][CH:12]=1.[C:18](O)(=[O:23])[C:19]([CH3:22])([CH3:21])[CH3:20].C(N(CCCC)CCCC)CCC>C1(C)C=CC=CC=1>[C:18]([O:17][CH2:10][C:11]1[CH:16]=[CH:15][CH:14]=[CH:13][CH:12]=1)(=[O:23])[C:19]([CH3:22])([CH3:21])[CH3:20] |f:0.1|. Procedure: To a suspended toluene (2 ml) solution of 2-chloro-1-methylpyridinium iodide (306 mg, 1.2 mmol) was added a mixture of benzyl alcohol (108 mg, 1.0 mmol), pivalic acid (102 mg, 1.0 mmol) and tri-n-butylamine (444 mg, 2.4 mmol) in toluene (2 ml), and the resulting mixture was refluxed for 3 hours. After evaporation of the solvent, the residue was separated by silica gel column chromatography, and benzyl pivalate was isolated in 62% yield. Starting materials: C(=O)(O)CCC1=C(CCC1C(=C)C)C (2-(2-carboxyethyl)-3-isopropenyl-1-methyl-cyclopent-1-ene), COC(N(C)C)OC (dimethoxy-dimethylamino-methane). Solvent: C1=CC=CC=C1 (benzene). Yields the product C(=O)(OC)CCC1=C(CCC1C(=C)C)C (2-(2-carbomethoxyethyl)-3-isopropenyl-1-methyl-cyclopent-1-ene). The yield is 91.0%. Reaction SMILES: [C:1]([CH2:4][CH2:5][C:6]1[CH:10]([C:11]([CH3:13])=[CH2:12])[CH2:9][CH2:8][C:7]=1[CH3:14])([OH:3])=[O:2].[CH3:15]OC(OC)N(C)C>C1C=CC=CC=1>[C:1]([CH2:4][CH2:5][C:6]1[CH:10]([C:11]([CH3:13])=[CH2:12])[CH2:9][CH2:8][C:7]=1[CH3:14])([O:3][CH3:15])=[O:2]. Procedure: A mixture of 2 g of 2-(2-carboxyethyl)-3-isopropenyl-1-methyl-cyclopent-1-ene, 150 ml of absolute benzene and 4 ml of dimethoxy-dimethylamino-methane was heated for 5 hours to reflux. The solution was concentrated and the residue, obtained as a red oil, chromatographed on 50 g of silicagel with hexane/ether (19:1). There were obtained 1.95 g (91%) of 2-(2-carbomethoxyethyl)-3-isopropenyl-1-methyl-cyclopent-1-ene; boiling point 0.01 about 70° C; nD20 = 1.4761; IRfilm : νmax = 3100, 1742, 1645, 14... The reactants are COC(=O)c1ccc(OCCBr)cc1, O=C([O-])[O-], Cc1cnc(C(O)(C(C)c2ccc(O)cc2Cl)C(F)(F)F)cn1, [K+], [K+]. The product is COC(=O)c1ccc(OCCOc2ccc(C(C)C(O)(c3cnc(C)cn3)C(F)(F)F)c(Cl)c2)cc1. As a reaction SMILES: [Br:24][CH2:25][CH2:26][O:27][c:28]1[cH:29][cH:30][c:31]([C:34](=[O:35])[O:36][CH3:37])[cH:32][cH:33]1.[C:38](=[O:39])([O-:40])[O-:41].[Cl:1][c:2]1[cH:3][c:4]([OH:23])[cH:5][cH:6][c:7]1[CH:8]([C:9]([C:10]([F:11])([F:12])[F:13])([c:14]1[n:15][cH:16][c:17]([CH3:20])[n:18][cH:19]1)[OH:21])[CH3:22].[K+:42].[K+:43]>>[Cl:1][c:2]1[cH:3][c:4]([O:23][CH2:25][CH2:26][O:27][c:28]2[cH:29][cH:30][c:31]([C:34](=[O:35])[O:36][CH3:37])[cH:32][cH:33]2)[cH:5][cH:6][c:7]1[CH:8]([C:9]([C:10]([F:11])([F:12])[F:13])([c:14]1[n:15][cH:16][c:17]([CH3:20])[n:18][cH:19]1)[OH:21])[CH3:22]. Reactants: 10.9, C(#N)C1(CCC(CC1)N1CCC(CC1)(C(=O)OCC)C1=CC=CC=C1)C1=CC=C(C=C1)F (ethyl 1-[4-cyano-4-(4-fluorophenyl)-1-cyclohexyl]-4-phenyl-4-piperidinecarboxylate), [OH-].[K+] (potassium hydroxide), O (water). The solvent is CC(C)O (2-propanol). Product: C(#N)C1(CCC(CC1)N1CCC(CC1)(C(=O)O)C1=CC=CC=C1)C1=CC=C(C=C1)F (1-[4-cyano-4-(4-fluorophenyl)cyclohexyl]-4-phenyl-4-piperidinecarboxylic acid). Isolated yield 66.4%. As a reaction SMILES: [C:1]([C:3]1([C:26]2[CH:31]=[CH:30][C:29]([F:32])=[CH:28][CH:27]=2)[CH2:8][CH2:7][CH:6]([N:9]2[CH2:14][CH2:13][C:12]([C:20]3[CH:25]=[CH:24][CH:23]=[CH:22][CH:21]=3)([C:15]([O:17]CC)=[O:16])[CH2:11][CH2:10]2)[CH2:5][CH2:4]1)#[N:2].[OH-].[K+].O>CC(O)C>[C:1]([C:3]1([C:26]2[CH:27]=[CH:28][C:29]([F:32])=[CH:30][CH:31]=2)[CH2:8][CH2:7][CH:6]([N:9]2[CH2:14][CH2:13][C:12]([C:20]3[CH:21]=[CH:22][CH:23]=[CH:24][CH:25]=3)([C:15]([OH:17])=[O:16])[CH2:11][CH2:10]2)[CH2:5][CH2:4]1)#[N:2] |f:1.2|. Procedure details: A mixture of 10.9 parts of ethyl 1-[4-cyano-4-(4-fluorophenyl)-1-cyclohexyl]-4-phenyl-4-piperidinecarboxylate, 11.2 parts of potassium hydroxide, 50 parts of water and 96 parts of 2-propanol is stirred and refluxed for 4 hours. The reaction mixture is filtered hot over Hyflo and the filtrate is poured onto 300 parts of water. The whole is neutralized with acetic acid to pH 6-7. The precipitated product is filtered off, washed three times with water and converted into the hydrochloride salt in et... Starting materials: C(C)OC(=O)N1CCC(CC1)N1C(NC2=CC=C(C=C2C1=O)C)=O (3-(1-ethoxycarbonyl-4-piperidinyl)-1,2,3,4-tetrahydro-6-methyl-2,4-dioxoquinazoline), C(C)OC(=O)N1CCC(CC1)N1C(NC2=CC=C(C=C2C1=O)C)=O (3-(1-ethoxycarbonyl-4-piperidinyl)-1,2,3,4-tetrahydro-6-methyl-2,4-dioxoquinazoline), C(CC)I (propyl iodide). Product: C(C)OC(=O)N1CCC(CC1)N1C(N(C2=CC=C(C=C2C1=O)C)CCC)=O (3-(1-ethoxycarbonyl-4-piperidinyl)-1,2,3,4-tetrahydro-6-methyl-2,4-dioxo-1-propyl-quinazoline). Isolated yield 97.0%. RXN SMILES: [CH2:1]([O:3][C:4]([N:6]1[CH2:11][CH2:10][CH:9]([N:12]2[C:21](=[O:22])[C:20]3[C:15](=[CH:16][CH:17]=[C:18]([CH3:23])[CH:19]=3)[NH:14][C:13]2=[O:24])[CH2:8][CH2:7]1)=[O:5])[CH3:2].[CH2:25](I)[CH2:26][CH3:27]>>[CH2:1]([O:3][C:4]([N:6]1[CH2:11][CH2:10][CH:9]([N:12]2[C:21](=[O:22])[C:20]3[C:15](=[CH:16][CH:17]=[C:18]([CH3:23])[CH:19]=3)[N:14]([CH2:25][CH2:26][CH3:27])[C:13]2=[O:24])[CH2:8][CH2:7]1)=[O:5])[CH3:2]. Procedure: The procedure similar to that described in Example 1 was repeated, except that 1.0 g (3.02 mmol) of 3-(1-ethoxycarbonyl-4-piperidinyl)-1,2,3,4-tetrahydro-6-methyl-2,4-dioxoquinazoline (Compound f) was used in place of Compound 24 and propyl iodide was used in place of methyl iodide, whereby 1.09 g (yield: 97%) of Compound c was obtained as a colorless oily substance.